Dataset: the Open Reaction Database (ORD), a public repository of structured organic reaction records. Task: describe an organic reaction: reactants, conditions, products, and yield The reactants are [OH-].[Na+] (NaOH), COC(C1=CC=C(C=C1)C#CC=1C=C2C(CCOC2=CC1)(C)COC)=O (4-(4-methoxymethyl-4-methyl-chroman-6-ylethynyl)-benzoic acid methyl ester), ice HCl. Solvent: C1CCOC1.C(C)O (THF ethanol). Run at time 18 hour. Product: COCC1(CCOC2=CC=C(C=C12)C#CC1=CC=C(C(=O)O)C=C1)C (4-(4-methoxymethyl-4-methyl-chroman-6-ylethynyl)-benzoic acid). Isolated yield 91.0%. Reaction SMILES: C[O:2][C:3](=[O:26])[C:4]1[CH:9]=[CH:8][C:7]([C:10]#[C:11][C:12]2[CH:13]=[C:14]3[C:19](=[CH:20][CH:21]=2)[O:18][CH2:17][CH2:16][C:15]3([CH2:23][O:24][CH3:25])[CH3:22])=[CH:6][CH:5]=1.[OH-].[Na+]>C1COCC1.C(O)C>[CH3:25][O:24][CH2:23][C:15]1([CH3:22])[C:14]2[C:19](=[CH:20][CH:21]=[C:12]([C:11]#[C:10][C:7]3[CH:6]=[CH:5][C:4]([C:3]([OH:26])=[O:2])=[CH:9][CH:8]=3)[CH:13]=2)[O:18][CH2:17][CH2:16]1 |f:1.2,3.4|. Procedure details: 625 mg (1.78 mmol) of 4-(4-methoxymethyl-4-methyl-chroman-6-ylethynyl)-benzoic acid methyl ester was dissolved in 9 ml of THF/ethanol (1/1) and treated with 2.34 ml of 3N NaOH (4 eq.). The reaction flask was kept in the dark and stirring continued for 18 h at room temperature. The mixture was then poured onto crushed ice/ HCl, extracted twice with diethylether, the organic phase was washed with water, dried over magnesium sulfate, filtrated and the solvent was evaporated. Crystallization from et... Starting materials: C, CCN1CCNC(C(=O)N2CCN(C(=O)Nc3ccc(Cl)c(Cl)c3)CC2)C1, O=S(=O)(Cl)Cl. Product: CCN1CCN(S(C)(=O)=O)C(C(=O)N2CCN(C(=O)Nc3ccc(Cl)c(Cl)c3)CC2)C1. As a reaction SMILES: [CH4:6].[Cl:7][c:8]1[cH:9][c:10]([NH:15][C:16](=[O:17])[N:18]2[CH2:19][CH2:20][N:21]([C:24](=[O:25])[CH:26]3[NH:27][CH2:28][CH2:29][N:30]([CH2:32][CH3:33])[CH2:31]3)[CH2:22][CH2:23]2)[cH:11][cH:12][c:13]1[Cl:14].[S:1](=[O:2])(=[O:3])([Cl:4])[Cl:5]>>[S:1](=[O:2])(=[O:3])([CH3:6])[N:27]1[CH:26]([C:24]([N:21]2[CH2:20][CH2:19][N:18]([C:16]([NH:15][c:10]3[cH:9][c:8]([Cl:7])[c:13]([Cl:14])[cH:12][cH:11]3)=[O:17])[CH2:23][CH2:22]2)=[O:25])[CH2:31][N:30]([CH2:32][CH3:33])[CH2:29][CH2:28]1. The reactants are BrCc1ccc(Br)cc1, CCOC(=O)C(C)C(=O)OCC, CCO, [Na]. Yields the product CCOC(=O)C(Cc1ccc(Br)cc1)C(=O)OCC. Reaction SMILES: [Br:14][c:15]1[cH:16][cH:17][c:18]([CH2:19][Br:20])[cH:21][cH:22]1.[CH3:1][CH:2]([C:3](=[O:4])[O:5][CH2:6][CH3:7])[C:8](=[O:9])[O:10][CH2:11][CH3:12].[CH3:23][CH2:24][OH:25].[Na:13]>>[CH2:1]([CH:2]([C:3](=[O:4])[O:5][CH2:6][CH3:7])[C:8](=[O:9])[O:10][CH2:11][CH3:12])[c:18]1[cH:17][cH:16][c:15]([Br:14])[cH:22][cH:21]1. The product is CC1(O)C2=C(CCCC2)C(=O)N1c1ccc(Cl)cc1F. Starting materials: C[Mg]Cl, [Cl-], O=C1C2=C(CCCC2)C(=O)N1c1ccc(Cl)cc1F, [NH4+], C1CCOC1. RXN SMILES: [CH3:1][Mg:2][Cl:3].[Cl-:23].[Cl:4][c:5]1[cH:6][c:7]([F:22])[c:8]([N:11]2[C:12](=[O:21])[C:13]3=[C:18]([CH2:17][CH2:16][CH2:15][CH2:14]3)[C:19]2=[O:20])[cH:9][cH:10]1.[NH4+:24].[O:25]1[CH2:26][CH2:27][CH2:28][CH2:29]1>>[CH3:1][C:12]1([OH:21])[N:11]([c:8]2[c:7]([F:22])[cH:6][c:5]([Cl:4])[cH:10][cH:9]2)[C:19](=[O:20])[C:18]2=[C:13]1[CH2:14][CH2:15][CH2:16][CH2:17]2. The reactants are C(C)(C)(C)OC(=O)N[C@H](CCC1=CC=CC=C1)C(=O)O (N-tert-butoxycarbonyl-D-homophenylalanine), B.O1CCCC1 (Borane THF). The solvent is O1CCCC1 (tetrahydrofuran). Conditions: temperature 0 celsius, time 2 hour. Product: C(C)(C)(C)OC(=O)N[C@H](CCC1=CC=CC=C1)CO (N-tert-Butoxycarbonyl-D-homophenylalaninol). The yield is 68.0%. As a reaction SMILES: [C:1]([O:5][C:6]([NH:8][C@@H:9]([C:18](O)=[O:19])[CH2:10][CH2:11][C:12]1[CH:17]=[CH:16][CH:15]=[CH:14][CH:13]=1)=[O:7])([CH3:4])([CH3:3])[CH3:2].B.O1CCCC1>O1CCCC1>[C:1]([O:5][C:6]([NH:8][C@@H:9]([CH2:18][OH:19])[CH2:10][CH2:11][C:12]1[CH:17]=[CH:16][CH:15]=[CH:14][CH:13]=1)=[O:7])([CH3:4])([CH3:3])[CH3:2] |f:1.2|. Reported procedure: N-tert-butoxycarbonyl-D-homophenylalanine (36 mmol) was dissolved in tetrahydrofuran (THF) (300 mL) and cooled to 0° C. Borane-THF complex (0.32 M in THF, 320 mL, 9 equivalents) was added dropwise over 2 hr and the solution stirred for an additional 2 hr at 0° C. The reaction mixture was quenched over several hours by the slow addition of MeOH (300 mL) and the resulting solution was concentrated to dryness. The residue was dissolved in EtOAc (200 mL), washed with 1 N NaOH (2×100 mL) and brine (1... The reactants are [Na] (sodium), resultant solution, C(C)(=O)O (acetic acid), [Na] (sodium), C(CCCCC(=O)OCC)(=O)OCC (diethyl adipate). The solvent is C1(=CC=CC=C1)C (toluene). Product: CCOC(=O)C1CCCC1=O (cyclopentanone-2-carboxylic acid ethyl ester). Isolated yield 85.3%. As a reaction SMILES: [Na].[C:2]([O:13]CC)(=O)[CH2:3][CH2:4][CH2:5][CH2:6][C:7]([O:9][CH2:10][CH3:11])=[O:8].C(O)(=O)C>C1(C)C=CC=CC=1>[CH3:11][CH2:10][O:9][C:7]([CH:6]1[C:2](=[O:13])[CH2:3][CH2:4][CH2:5]1)=[O:8] |^1:0|. Reported procedure: 15.0 g (0.652 mmol) of sodium was placed in 150 mL toluene, heated to reflux, shaken, and made into sodium sand. 81.6 g (0.400 mol) of diethyl adipate was added in drops to the mixture in an outside bath at 105-110° C., and the resultant solution changed into a yellow sticky product. After refluxing for 8 h, the solution was cooled by ice bath, and 400 mL of 10% acetic acid solution was added in drops. The mixture was suction filtered and washed with a small amount of toluene. The filtrate was s... Starting materials: FC(C1=NN(C=2CCCCC12)C1=CC=C(C=C1)CC(=O)O)(F)F ({4-[3-(trifluoromethyl)-4,5,6,7-tetrahydro-1H-indazol-1-yl]phenyl}acetic acid), CNCCC (N-methylpropylamine). Product: CN(C(CC1=CC=C(C=C1)N1N=C(C=2CCCCC12)C(F)(F)F)=O)CCC (N-methyl-N-propyl-2-{4-[3-(trifluoromethyl)-4,5,6,7-tetrahydro-1H-indazol-1-yl]phenyl}acetamide). RXN SMILES: [F:1][C:2]([F:23])([F:22])[C:3]1[C:11]2[CH2:10][CH2:9][CH2:8][CH2:7][C:6]=2[N:5]([C:12]2[CH:17]=[CH:16][C:15]([CH2:18][C:19]([OH:21])=O)=[CH:14][CH:13]=2)[N:4]=1.[CH3:24][NH:25][CH2:26][CH2:27][CH3:28]>>[CH3:24][N:25]([CH2:26][CH2:27][CH3:28])[C:19](=[O:21])[CH2:18][C:15]1[CH:16]=[CH:17][C:12]([N:5]2[C:6]3[CH2:7][CH2:8][CH2:9][CH2:10][C:11]=3[C:3]([C:2]([F:1])([F:23])[F:22])=[N:4]2)=[CH:13][CH:14]=1. Procedure: The title compound was prepared from {4-[3-(trifluoromethyl)-4,5,6,7-tetrahydro-1H-indazol-1-yl]phenyl}acetic acid and N-methylpropylamine using a similar procedure to that described for Example 2, product further purified by mass directed auto-prep.